This data is from the Open Reaction Database (ORD), a public repository of structured organic reaction records. The task is: describe an organic reaction: reactants, conditions, products, and yield The reactants are NC1N=C(C2=C(N(C1=O)CC(=O)N(C1=CC=CC=C1)C(C)C)C=CC=C2)C (2-(3-Amino-5-methyl-2-oxo-2,3-dihydro-benzo[e][1,4]diazepin-1-yl)-N-isopropyl-N-phenyl-acetamide), Intermediate 24, C1(=CC=CC=C1)N=C=O (phenyl isocyanate). The solvent is C(Cl)Cl (DCM). Run at time 8 hour. Yields the product C(C)(C)N(C(CN1C(C(N=C(C2=C1C=CC=C2)C)NC(=O)NC2=CC=CC=C2)=O)=O)C2=CC=CC=C2 (N-Isopropyl-2-[5-methyl-2-oxo-3-(3-phenyl-ureido)-2,3-dihydro- benzo[e][1,4]diazepin-1-yl]-N-phenyl-acetamide). Reaction SMILES: [C:1]1([N:7]=[C:8]=[O:9])[CH:6]=[CH:5][CH:4]=[CH:3][CH:2]=1.[NH2:10][CH:11]1[C:17](=[O:18])[N:16]([CH2:19][C:20]([N:22]([CH:29]([CH3:31])[CH3:30])[C:23]2[CH:28]=[CH:27][CH:26]=[CH:25][CH:24]=2)=[O:21])[C:15]2[CH:32]=[CH:33][CH:34]=[CH:35][C:14]=2[C:13]([CH3:36])=[N:12]1>C(Cl)Cl>[CH:29]([N:22]([C:23]1[CH:28]=[CH:27][CH:26]=[CH:25][CH:24]=1)[C:20](=[O:21])[CH2:19][N:16]1[C:15]2[CH:32]=[CH:33][CH:34]=[CH:35][C:14]=2[C:13]([CH3:36])=[N:12][CH:11]([NH:10][C:8]([NH:7][C:1]2[CH:6]=[CH:5][CH:4]=[CH:3][CH:2]=2)=[O:9])[C:17]1=[O:18])([CH3:31])[CH3:30]. Procedure details: According to Process A, phenyl isocyanate (0.065 mL, 0.602 mmol) is added to a solution of 2-(3-Amino-5-methyl-2-oxo-2,3-dihydro-benzo[e][1,4]diazepin-1-yl)-N-isopropyl-N-phenyl-acetamide (219 mg, 0.602 mmol), prepared as in Intermediate 24, under nitrogen in DCM (3 mL). The reaction mixture is stirred at ambient temperature overnight and then concentrated in vacuo. The residue is dissolved in ethyl acetate, washed twice with 1N HCl, dried over anhydrous magnesium sulfate, and then concentrated ... The reactants are CCOc1c(Nc2c(C)cccc2O)c(=O)c1=O, CCO, ClCCl, CC(N)C(C)(C)C. Yields the product Cc1cccc(O)c1Nc1c(NC(C)C(C)(C)C)c(=O)c1=O. As a reaction SMILES: [CH2:1]([O:2][c:4]1[c:5](=[O:18])[c:6](=[O:17])[c:7]1[NH:8][c:9]1[c:10]([OH:16])[cH:11][cH:12][cH:13][c:14]1[CH3:15])[CH3:3].[CH3:26][CH2:27][OH:28].[Cl:29][CH2:30][Cl:31].[NH2:19][CH:20]([CH3:21])[C:22]([CH3:23])([CH3:24])[CH3:25]>>[c:4]1([NH:19][CH:20]([CH3:21])[C:22]([CH3:23])([CH3:24])[CH3:25])[c:5](=[O:18])[c:6](=[O:17])[c:7]1[NH:8][c:9]1[c:10]([OH:16])[cH:11][cH:12][cH:13][c:14]1[CH3:15]. Starting materials: C(C)(=S)O (Thioacetic acid), C([O-])([O-])=O.[K+].[K+] (potassium carbonate), Br[C@@H](C(=O)O)CC1=CC=CC=C1 ((R)-2-bromo-3-phenylpropanoic acid). Solvent: O (water), [OH-].[Na+] (sodium hydroxide). Run at time 15 hour. The product is C(C)(=O)S[C@H](C(=O)O)CC1=CC=CC=C1 ((S)-2-acetylthio-3-phenylpropanoic acid). The yield is 75.0%. Reaction SMILES: [C:1]([OH:4])(=[S:3])[CH3:2].C(=O)([O-])[O-].[K+].[K+].Br[C@H:12]([CH2:16][C:17]1[CH:22]=[CH:21][CH:20]=[CH:19][CH:18]=1)[C:13]([OH:15])=[O:14]>O.[OH-].[Na+]>[C:1]([S:3][C@@H:12]([CH2:16][C:17]1[CH:22]=[CH:21][CH:20]=[CH:19][CH:18]=1)[C:13]([OH:15])=[O:14])(=[O:4])[CH3:2] |f:1.2.3,6.7|. Procedure: Thioacetic acid (9.3 cc) and potassium carbonate (7.5 g) in water (150 cc) are added under nitrogen atmosphere to a solution of (R)-2-bromo-3-phenylpropanoic acid (25 g) in 1M sodium hydroxide (110 cc). The solution is stirred for 15 hours at a temperature close to 20° C. After evaporation under reduced pressure, the residue is taken up with water and ethyl acetate. The aqueous phase is separated, acidified to pH=2 and then extracted with ethyl acetate. After washing, the organic phase is dried ... As a reaction SMILES: [Br:1][c:2]1[c:3]([CH3:33])[cH:4][c:5]([O:29][CH:30]([CH3:31])[CH3:32])[c:6]([NH:8][c:9]2[n:10][cH:11][c:12]([CH3:28])[c:13]([NH:15][c:16]3[c:17]([S:22](=[O:23])(=[O:24])[CH:25]([CH3:26])[CH3:27])[cH:18][cH:19][cH:20][cH:21]3)[n:14]2)[cH:7]1.[CH2:83]1[O:84][CH2:85][CH2:86][O:87][CH2:88]1.[CH3:34][C:35]1([CH3:36])[C:37]([CH3:38])([CH3:39])[O:40][B:41]([c:42]2[cH:43][n:44][n:45]([CH2:47][CH2:48][N:49]3[CH2:50][CH2:51][O:52][CH2:53][CH2:54]3)[cH:46]2)[O:55]1.[CH:64]1([P:65]([CH:66]2[CH2:67][CH2:68][CH2:69][CH2:70][CH2:71]2)[CH:72]2[CH2:73][CH2:74][CH2:75][CH2:76][CH2:77]2)[CH2:78][CH2:79][CH2:80][CH2:81][CH2:82]1.[K+:61].[K+:62].[K+:63].[O:110]=[C:111]([CH:112]=[CH:113][c:114]1[cH:115][cH:116][cH:117][cH:118][cH:119]1)[CH:120]=[CH:121][c:122]1[cH:123][cH:124][cH:125][cH:126][cH:127]1.[O:128]=[C:129]([CH:130]=[CH:131][c:132]1[cH:133][cH:134][cH:135][cH:136][cH:137]1)[CH:138]=[CH:139][c:140]1[cH:141][cH:142][cH:143][cH:144][cH:145]1.[O:92]=[C:93]([CH:94]=[CH:95][c:96]1[cH:97][cH:98][cH:99][cH:100][cH:101]1)[CH:102]=[CH:103][c:104]1[cH:105][cH:106][cH:107][cH:108][cH:109]1.[OH2:89].[P:56]([O-:57])([O-:58])([O-:59])=[O:60].[Pd:90].[Pd:91]>>[c:2]1(-[c:42]2[cH:43][n:44][n:45]([CH2:47][CH2:48][N:49]3[CH2:50][CH2:51][O:52][CH2:53][CH2:54]3)[cH:46]2)[c:3]([CH3:33])[cH:4][c:5]([O:29][CH:30]([CH3:31])[CH3:32])[c:6]([NH:8][c:9]2[n:10][cH:11][c:12]([CH3:28])[c:13]([NH:15][c:16]3[c:17]([S:22](=[O:23])(=[O:24])[CH:25]([CH3:26])[CH3:27])[cH:18][cH:19][cH:20][cH:21]3)[n:14]2)[cH:7]1. Starting materials: Cc1cc(OC(C)C)c(Nc2ncc(C)c(Nc3ccccc3S(=O)(=O)C(C)C)n2)cc1Br, C1COCCO1, CC1(C)OB(c2cnn(CCN3CCOCC3)c2)OC1(C)C, C1CCC(P(C2CCCCC2)C2CCCCC2)CC1, [K+], [K+], [K+], O=C(C=Cc1ccccc1)C=Cc1ccccc1, O=C(C=Cc1ccccc1)C=Cc1ccccc1, O=C(C=Cc1ccccc1)C=Cc1ccccc1, O, O=P([O-])([O-])[O-], [Pd], [Pd]. Yields the product Cc1cc(OC(C)C)c(Nc2ncc(C)c(Nc3ccccc3S(=O)(=O)C(C)C)n2)cc1-c1cnn(CCN2CCOCC2)c1. Product: COC1=CC=CC=2OC(=CC21)C(=O)NNC(C)=O (N′-(4-methoxybenzo(b)furan-2-ylcarbonyl)acetohydrazide). Solvent: C1CCOC1 (THF). Procedure details: To a solution (700 ml) of 4-methoxybenzo(b)furan-2-carboxylic acid (43.4 g) in THF was added 1,1′-carbonylbis-1H-imidazole (CDI) (38.4 g) and the mixture was stirred at room temperature for 1 hr. Acetohydrazine (17.6 g) was added to this reaction mixture, and the mixture was stirred for 1 more hr. The reaction mixture was poured into water, and the precipitated crystals were collected by filtration and dried to give the title compound (38.4 g) as pale-brown crystals. The yield is 68.5%. RXN SMILES: [CH3:1][O:2][C:3]1[C:11]2[CH:10]=[C:9]([C:12]([OH:14])=O)[O:8][C:7]=2[CH:6]=[CH:5][CH:4]=1.C(N1C=CN=C1)(N1C=CN=C1)=O.[CH3:27][C:28]([NH:30][NH2:31])=[O:29].O>C1COCC1>[CH3:1][O:2][C:3]1[C:11]2[CH:10]=[C:9]([C:12]([NH:31][NH:30][C:28](=[O:29])[CH3:27])=[O:14])[O:8][C:7]=2[CH:6]=[CH:5][CH:4]=1. Reactants: COC1=CC=CC=2OC(=CC21)C(=O)O (4-methoxybenzo(b)furan-2-carboxylic acid), C(=O)(N1C=NC=C1)N1C=NC=C1 (1,1′-carbonylbis-1H-imidazole), O (water), CC(=O)NN (Acetohydrazine). Run at time 1 hour. The reactants are C(C)(C)(C)OC(N(COC)[C@@H]1C(O[C@H]([C@@H]([C@H](CCC1)CC1=CC=C(C=C1)OC)O)C)=O)=O (tert-butyl((3S,7R,8R,9S)-8-hydroxy-7-(4-methoxybenzyl)-9-methyl-2-oxooxonan-3-yl)(methoxymethyl)carbamate), C(OCC=C)(OC(C)(C)C)=O (allyl tert-butyl carbonate). Reagents/catalysts: C1(=CC=CC=C1)P(C1=CC=CC=C1)C1=CC=CC=C1.C1(=CC=CC=C1)P(C1=CC=CC=C1)C1=CC=CC=C1.C1(=CC=CC=C1)P(C1=CC=CC=C1)C1=CC=CC=C1.C1(=CC=CC=C1)P(C1=CC=CC=C1)C1=CC=CC=C1.[Pd] (palladium tetrakis(triphenylphosphine)). Run in C1CCOC1 (THF). Run at time 4 hour. Yields the product C(C)(C)(C)OC(N(COC)[C@@H]1C(O[C@H]([C@@H]([C@H](CCC1)CC1=CC=C(C=C1)OC)OCC=C)C)=O)=O (tert-butyl((3S,7R,8R,9S)-8-(allyloxy)-7-(4-methoxybenzyl)-9-methyl-2-oxooxonan-3-yl)(methoxymethyl)carbamate). The yield is 52.5%. As a reaction SMILES: [C:1]([O:5][C:6](=[O:32])[N:7]([C@H:11]1[CH2:19][CH2:18][CH2:17][C@H:16]([CH2:20][C:21]2[CH:26]=[CH:25][C:24]([O:27][CH3:28])=[CH:23][CH:22]=2)[C@@H:15]([OH:29])[C@H:14]([CH3:30])[O:13][C:12]1=[O:31])[CH2:8][O:9][CH3:10])([CH3:4])([CH3:3])[CH3:2].C(=O)(OC(C)(C)C)O[CH2:35][CH:36]=[CH2:37]>C1COCC1.C1(P(C2C=CC=CC=2)C2C=CC=CC=2)C=CC=CC=1.C1(P(C2C=CC=CC=2)C2C=CC=CC=2)C=CC=CC=1.C1(P(C2C=CC=CC=2)C2C=CC=CC=2)C=CC=CC=1.C1(P(C2C=CC=CC=2)C2C=CC=CC=2)C=CC=CC=1.[Pd]>[C:1]([O:5][C:6](=[O:32])[N:7]([C@H:11]1[CH2:19][CH2:18][CH2:17][C@H:16]([CH2:20][C:21]2[CH:26]=[CH:25][C:24]([O:27][CH3:28])=[CH:23][CH:22]=2)[C@@H:15]([O:29][CH2:37][CH:36]=[CH2:35])[C@H:14]([CH3:30])[O:13][C:12]1=[O:31])[CH2:8][O:9][CH3:10])([CH3:2])([CH3:4])[CH3:3] |f:3.4.5.6.7|. Reported procedure: A solution of tert-butyl((3S,7R,8R,9S)-8-hydroxy-7-(4-methoxybenzyl)-9-methyl-2-oxooxonan-3-yl)(methoxymethyl)carbamate (350 mg, 0.775 mmol), palladium tetrakis(triphenylphosphine) (90 mg, 0.078 mmol), and allyl tert-butyl carbonate (758 mg, 4.79 mmol) in degassed THF (3876 μl) was heated to 60° C. and stirred for 4 h. The reaction mixture was cooled to room temperature and purified directly by column chromatography on SiO2 (EtOAc/Hex gradient) to afford the title product as a light yellow oil (...